Dataset: the Open Reaction Database (ORD), a public repository of structured organic reaction records. Task: describe an organic reaction: reactants, conditions, products, and yield Reactants: C(C)OC(C(C(=O)NC1=C(C=C(C=C1)I)F)CC1=NC=NC=C1)=O (N-(2-fluoro-4-iodo-phenyl)-2-pyrimidin-4-ylmethyl-malonamic acid ethyl ester), O(Cl)Cl.[P+5] (phosphorous (V) oxychloride). Isolated yield 16.4%. Reaction SMILES: [CH2:1]([O:3][C:4](=[O:24])[CH:5]([CH2:17][C:18]1[CH:23]=[CH:22][N:21]=[CH:20][N:19]=1)[C:6]([NH:8][C:9]1[CH:14]=[CH:13][C:12]([I:15])=[CH:11][C:10]=1[F:16])=O)[CH3:2].O(Cl)Cl.[P+5]>C1(C)C=CC=CC=1>[CH2:1]([O:3][C:4]([C:5]1[CH:17]=[C:18]2[CH:23]=[CH:22][N:21]=[CH:20][N:19]2[C:6]=1[NH:8][C:9]1[CH:14]=[CH:13][C:12]([I:15])=[CH:11][C:10]=1[F:16])=[O:24])[CH3:2] |f:1.2|. Product: C(C)OC(=O)C=1C=C2N(C=NC=C2)C1NC1=C(C=C(C=C1)I)F (7-(2-Fluoro-4-iodo-phenylamino)-pyrrolo[1,2-c]pyrimidine-6-carboxylic acid ethyl ester). Run in C1(=CC=CC=C1)C (toluene). Procedure details: To a solution of N-(2-fluoro-4-iodo-phenyl)-2-pyrimidin-4-ylmethyl-malonamic acid ethyl ester (4 g, 9.02 mmol) in toluene (120 mL) was added phosphorous (V) oxychloride (4.2 mL, 45.1 mmol). The reaction was heated at reflux for 16 hours then concentrated in vacuo. The resultant residue was dissolved in ethyl acetate (30 mL), washed with saturated aqueous sodium bicarbonate solution (20 mL) and the aqueous fraction extracted twice with ethyl acetate (2×10 mL). The combined organic fractions were ... Reactants: [H][H] (hydrogen), C(C)(C)(C)OC(=O)NS(=O)(=O)C1=C(C=CC=C1)C1=CC(=C(C=C1)CN1C(N(N=C1CCCC)C1=C(C=CC(=C1)[N+](=O)[O-])C(F)(F)F)=O)F (4-[[2'-[N-(t-butoxycarbonyl)sulfamoyl]-3-fluorobiphenyl-4-yl]methyl]-5-n-butyl-2,4-dihydro-2-[5-nitro-2-(trifluoromethyl)phenyl]-3H-1,2,4-triazol-3-one), C(C)(=O)OCC (ethyl acetate). The reagents and catalysts are [Pt]=O (platinum oxide). Solvent: C(C)O (ethanol). Product: NC=1C=CC(=C(C1)N1N=C(N(C1=O)CC1=C(C=C(C=C1)C1=C(C=CC=C1)S(NC(=O)OC(C)(C)C)(=O)=O)F)CCCC)C(F)(F)F (2-[5-Amino-2-(trifluoromethyl)phenyl]-4-[[2'-[N-(t-butoxycarbonyl)sulfamoyl]-3-fluorobiphenyl-4-yl]methyl]-5-n-butyl-2,4-dihydro-3H-1,2,4-triazol-3-one). Isolated yield 66.6%. RXN SMILES: [C:1]([O:5][C:6]([NH:8][S:9]([C:12]1[CH:17]=[CH:16][CH:15]=[CH:14][C:13]=1[C:18]1[CH:23]=[CH:22][C:21]([CH2:24][N:25]2[C:29]([CH2:30][CH2:31][CH2:32][CH3:33])=[N:28][N:27]([C:34]3[CH:39]=[C:38]([N+:40]([O-])=O)[CH:37]=[CH:36][C:35]=3[C:43]([F:46])([F:45])[F:44])[C:26]2=[O:47])=[C:20]([F:48])[CH:19]=1)(=[O:11])=[O:10])=[O:7])([CH3:4])([CH3:3])[CH3:2].C(OCC)(=O)C.[H][H]>[Pt]=O.C(O)C>[NH2:40][C:38]1[CH:37]=[CH:36][C:35]([C:43]([F:44])([F:45])[F:46])=[C:34]([N:27]2[C:26](=[O:47])[N:25]([CH2:24][C:21]3[CH:22]=[CH:23][C:18]([C:13]4[CH:14]=[CH:15][CH:16]=[CH:17][C:12]=4[S:9](=[O:10])(=[O:11])[NH:8][C:6]([O:5][C:1]([CH3:2])([CH3:3])[CH3:4])=[O:7])=[CH:19][C:20]=3[F:48])[C:29]([CH2:30][CH2:31][CH2:32][CH3:33])=[N:28]2)[CH:39]=1. Procedure details: A mixture of 185 mg (0.267 mmol) of 4-[[2'-[N-(t-butoxycarbonyl)sulfamoyl]-3-fluorobiphenyl-4-yl]methyl]-5-n-butyl-2,4-dihydro-2-[5-nitro-2-(trifluoromethyl)phenyl]-3H-1,2,4-triazol-3-one (from Step C), 25 mg of platinum oxide, 2 mL of ethyl acetate, and 10 mL of ethanol was shaken with hydrogen at approximately 3 atm for 2 hours. The mixture was centrifuged, and the supernatant was concentrated. Flash chromatography of the residue on silica gel (gradient elution with 1-5% MeOH in CH2Cl2) yielde... Reactants: C(C)(C)(C)OC(=O)N[C@@H](C)C(=O)N[C@H](CCC(=O)N[C@@H](CCCCN)C(=O)O)C(N)=O (Nα -(t-butyloxycarbonyl-alanyl-D-isoglutaminyl)-lysine), N-hydroxy-5-norbornene-2,3-dicarboxyimide, C(CCC)(=O)O (butyric acid). Yields the product C(C)(C)(C)OC(=O)N[C@@H](C)C(=O)N[C@H](CCC(=O)N[C@@H](CCCCNC(CCC)=O)C(=O)O)C(N)=O (Nα -(t-butyloxycarbonyl-alanyl-D-isoglutaminyl)-Nε -butyryl-lysine). Reaction SMILES: [C:1]([O:5][C:6]([NH:8][C@H:9]([C:11]([NH:13][C@@H:14]([C:29](=[O:31])[NH2:30])[CH2:15][CH2:16][C:17]([NH:19][C@H:20]([C:26]([OH:28])=[O:27])[CH2:21][CH2:22][CH2:23][CH2:24][NH2:25])=[O:18])=[O:12])[CH3:10])=[O:7])([CH3:4])([CH3:3])[CH3:2].[C:32](O)(=[O:36])[CH2:33][CH2:34][CH3:35]>>[C:1]([O:5][C:6]([NH:8][C@H:9]([C:11]([NH:13][C@@H:14]([C:29](=[O:31])[NH2:30])[CH2:15][CH2:16][C:17]([NH:19][C@H:20]([C:26]([OH:28])=[O:27])[CH2:21][CH2:22][CH2:23][CH2:24][NH:25][C:32](=[O:36])[CH2:33][CH2:34][CH3:35])=[O:18])=[O:12])[CH3:10])=[O:7])([CH3:2])([CH3:3])[CH3:4]. Procedure details: In the same manner as described in Example 1-(2), 1.50 g of Nα -(t-butyloxycarbonyl-alanyl-D-isoglutaminyl)-lysine and 1.01 g of an N-hydroxy-5-norbornene-2,3-dicarboxyimide active ester of butyric acid were reacted to obtain 1.57 g of Nα -(t-butyloxycarbonyl-alanyl-D-isoglutaminyl)-Nε -butyryl-lysine; melting point: 84°-87° C. (decomp.); [α]D25 -12.2° (c 0.9, methanol). The reactants are crude mixture, C(C)(=O)[O-].[Na+] (sodium acetate), FC1=CC=C(C=C1)C=1CC2(CC2)CC1C1=CC=C(C=C1)S(=O)(=O)C (5-(4-fluorophenyl)-6-[4-(methylsulfonyl)phenyl]spiro[2.4]hept-5-ene), ClC=1C=C(C(=O)OO)C=CC1 (m-chloroperoxybenzoic acid), ClC=1C=C(C(=O)O)C=CC1 (m-chlorobenzoic acid). Solvent: C(C)(=O)O (acetic acid), O (water), ClCCl (dichloromethane). Reaction conditions: time 2.5 hour. Product: FC1=CC=C(C=C1)C1=CC2(CC2)C=C1C1=CC=C(C=C1)S(=O)(=O)C (5-(4-fluorophenyl)-6-[4-(methylsulfonyl)phenyl]spiro[2.4]hepta-4,6-diene). The yield is 63.8%. RXN SMILES: [F:1][C:2]1[CH:7]=[CH:6][C:5]([C:8]2[CH2:9][C:10]3([CH2:13][C:14]=2[C:15]2[CH:20]=[CH:19][C:18]([S:21]([CH3:24])(=[O:23])=[O:22])=[CH:17][CH:16]=2)[CH2:12][CH2:11]3)=[CH:4][CH:3]=1.ClC1C=C(C=CC=1)C(OO)=O.ClC1C=C(C=CC=1)C(O)=O.C([O-])(=O)C.[Na+]>ClCCl.C(O)(=O)C.O>[F:1][C:2]1[CH:3]=[CH:4][C:5]([C:8]2[C:14]([C:15]3[CH:16]=[CH:17][C:18]([S:21]([CH3:24])(=[O:23])=[O:22])=[CH:19][CH:20]=3)=[CH:13][C:10]3([CH2:11][CH2:12]3)[CH:9]=2)=[CH:6][CH:7]=1 |f:3.4|. Procedure details: A solution of 500 mg (1.46 mmol) of 5-(4-fluorophenyl)-6-[4-(methylsulfonyl)phenyl]spiro[2.4]hept-5-ene (from Step 11) in 7 mL of dichloromethane was treated with 480 mg (55% peroxyacid, 1.53 mmol) of m-chloroperoxybenzoic acid (MCPBA). The reaction was stirred at ambient temperature for 2.5 hours, washed with aqueous saturated sodium bisulfite, dried (MgSO4), and concentrated in vacuo to give a mixture of desired expoxide intermediate and m-chlorobenzoic acid; this crude mixture in 10 mL of ace... Starting materials: O=C([O-])[O-], COS(=O)(=O)OC, CC(C)=O, COc1ccc2[nH]c3c(c2c1)C(=O)CCC3, [K+], [K+], O. Product: COc1ccc2c(c1)c1c(n2C)CCCC1=O. As a reaction SMILES: [C:1](=[O:2])([O-:3])[O-:4].[CH3:23][O:24][S:25]([O:26][CH3:27])(=[O:28])=[O:29].[CH3:31][C:32](=[O:33])[CH3:34].[CH3:7][O:8][c:9]1[cH:10][c:11]2[c:12]3[c:17]([nH:18][c:19]2[cH:20][cH:21]1)[CH2:16][CH2:15][CH2:14][C:13]3=[O:22].[K+:5].[K+:6].[OH2:30]>>[CH3:1][n:18]1[c:17]2[c:12]([c:11]3[cH:10][c:9]([O:8][CH3:7])[cH:21][cH:20][c:19]31)[C:13](=[O:22])[CH2:14][CH2:15][CH2:16]2.